Dataset: the Open Reaction Database (ORD), a public repository of structured organic reaction records. Task: describe an organic reaction: reactants, conditions, products, and yield Reactants: N#Cc1ccc(Br)cn1, C1CCNCC1, COCCOC, CC(C)c1cc(C(C)C)c(-c2ccccc2P(C2CCCCC2)C2CCCCC2)c(C(C)C)c1, [K+], [K+], [K+], N#N, O=P([O-])([O-])[O-]. The product is N#Cc1ccc(N2CCCCC2)cn1. As a reaction SMILES: [Br:1][c:2]1[cH:3][cH:4][c:5]([C:8]#[N:9])[n:6][cH:7]1.[CH2:54]1[CH2:55][CH2:56][NH:57][CH2:58][CH2:59]1.[CH3:60][O:61][CH2:62][CH2:63][O:64][CH3:65].[CH:10]1([P:11]([CH:12]2[CH2:13][CH2:14][CH2:15][CH2:16][CH2:17]2)[c:18]2[cH:19][cH:20][cH:21][cH:22][c:23]2-[c:24]2[c:25]([CH:26]([CH3:27])[CH3:28])[cH:29][c:30]([CH:31]([CH3:32])[CH3:33])[cH:34][c:35]2[CH:36]([CH3:37])[CH3:38])[CH2:39][CH2:40][CH2:41][CH2:42][CH2:43]1.[K+:51].[K+:52].[K+:53].[N:44]#[N:45].[P:46]([O-:47])([O-:48])([O-:49])=[O:50]>>[c:2]1([N:57]2[CH2:56][CH2:55][CH2:54][CH2:59][CH2:58]2)[cH:3][cH:4][c:5]([C:8]#[N:9])[n:6][cH:7]1.